From a dataset of the Open Reaction Database (ORD), a public repository of structured organic reaction records. describe an organic reaction: reactants, conditions, products, and yield The reactants are C(C)(C)(C)C1=NC=C(C(=N1)NCCCOC)C(=O)N([C@@H]1CN(C[C@@H](C1)C(=O)N1CCC(CC1)C(C)(C)O)C(=O)OC(C)(C)C)CC(C)C (tert-Butyl (3S,5R)-3-[({2-tert-butyl-4-[(3-methoxypropyl)amino]pyrimidin-5-yl}carbonyl)(2-methylpropyl)amino]-5-{[4-(1-hydroxy-1-methylethyl)piperidin-1-yl]carbonyl}piperidine-1-carboxylate), C(Cl)(Cl)Cl (chloroform), C(=O)(C(F)(F)F)O (TFA). Conditions: time 1 hour. Product: Cl.Cl.C(C)(C)(C)C1=NC=C(C(=N1)NCCCOC)C(=O)N(CC(C)C)[C@@H]1CNC[C@@H](C1)C(=O)N1CCC(CC1)C(C)(C)O (2-tert-butyl-N-[(3S,5R)-5-{[4-(1-hydroxy-1-methylethyl)piperidin-1-yl]carbonyl}piperidin-3-yl]-4-[(3-methoxypropyl)amino]-N-(2-methylpropyl)pyrimidine-5-carboxamide dihydrochloride). Procedure: tert-Butyl (3S,5R)-3-[({2-tert-butyl-4-[(3-methoxypropyl)amino]pyrimidin-5-yl}carbonyl)(2-methylpropyl)amino]-5-{[4-(1-hydroxy-1-methylethyl)piperidin-1-yl]carbonyl}piperidine-1-carboxylate (120 mg) was dissolved in chloroform (3 ml), TFA (1 ml) was added and the mixture was stirred for 1 hr. The reaction mixture was concentrated, and the residue was dissolved in ethyl acetate, washed successively with saturated aqueous sodium hydrogen carbonate and saturated brine, and dried over anhydrous sodi... Reaction SMILES: [C:1]([C:5]1[N:10]=[C:9]([NH:11][CH2:12][CH2:13][CH2:14][O:15][CH3:16])[C:8]([C:17]([N:19]([CH2:45][CH:46]([CH3:48])[CH3:47])[C@H:20]2[CH2:25][C@@H:24]([C:26]([N:28]3[CH2:33][CH2:32][CH:31]([C:34]([OH:37])([CH3:36])[CH3:35])[CH2:30][CH2:29]3)=[O:27])[CH2:23][N:22](C(OC(C)(C)C)=O)[CH2:21]2)=[O:18])=[CH:7][N:6]=1)([CH3:4])([CH3:3])[CH3:2].C(O)(C(F)(F)F)=O.C(Cl)(Cl)[Cl:57]>>[ClH:57].[ClH:57].[C:1]([C:5]1[N:10]=[C:9]([NH:11][CH2:12][CH2:13][CH2:14][O:15][CH3:16])[C:8]([C:17]([N:19]([C@H:20]2[CH2:25][C@@H:24]([C:26]([N:28]3[CH2:29][CH2:30][CH:31]([C:34]([OH:37])([CH3:35])[CH3:36])[CH2:32][CH2:33]3)=[O:27])[CH2:23][NH:22][CH2:21]2)[CH2:45][CH:46]([CH3:48])[CH3:47])=[O:18])=[CH:7][N:6]=1)([CH3:2])([CH3:3])[CH3:4] |f:3.4.5|. Starting materials: Cl (hydrochloric acid), C(C)(=O)OC=1C(=C(C(=O)CCC(=O)OC)C=CC1)OC (Methyl 3-(3-acetoxy-2-methoxybenzoyl)propionate), [OH-].[Na+] (sodium hydroxide), resultant solution. Yields the product OC=1C(=C(C(=O)CCC(=O)O)C=CC1)OC (3-(3-hydroxy-2-methoxybenzoyl)propionic acid). Reaction SMILES: C([O:4][C:5]1[C:6]([O:19][CH3:20])=[C:7]([CH:16]=[CH:17][CH:18]=1)[C:8]([CH2:10][CH2:11][C:12]([O:14]C)=[O:13])=[O:9])(=O)C.[OH-].[Na+].Cl>>[OH:4][C:5]1[C:6]([O:19][CH3:20])=[C:7]([CH:16]=[CH:17][CH:18]=1)[C:8]([CH2:10][CH2:11][C:12]([OH:14])=[O:13])=[O:9] |f:1.2|. Procedure: Methyl 3-(3-acetoxy-2-methoxybenzoyl)propionate was warmed on a steam bath with dilute sodium hydroxide solution, and the resultant solution was acidified with hydrochloric acid to give 3-(3-hydroxy-2-methoxybenzoyl)propionic acid. The reactants are C1(CC1)N(C(=O)C1=CC=2C(=NC(=C3C2N(C=N3)C)NC(=S)N)N1CC)C1CC1 (N,N-dicyclopropyl-6-ethyl-1-methyl-4-thioureido-1,6-dihydroimidazo[4,5-d]pyrrolo[2,3-b]pyridine-7-carboxamide), BrCC(CC)=O (1-bromobutan-2-one). Product: C1(CC1)N(C(=O)C1=CC=2C(=NC(=C3C2N(C=N3)C)NC=3SC=C(N3)CC)N1CC)C1CC1 (N,N-dicyclopropyl-6-ethyl-4-(4-ethylthiazol-2-ylamino)-1-methyl-1,6-dihydroimidazo[4,5-d]pyrrolo[2,3-b]pyridine-7-carboxamide). RXN SMILES: [CH:1]1([N:4]([CH:26]2[CH2:28][CH2:27]2)[C:5]([C:7]2[N:23]([CH2:24][CH3:25])[C:10]3=[N:11][C:12]([NH:19][C:20]([NH2:22])=[S:21])=[C:13]4[N:17]=[CH:16][N:15]([CH3:18])[C:14]4=[C:9]3[CH:8]=2)=[O:6])[CH2:3][CH2:2]1.Br[CH2:30][C:31](=O)[CH2:32][CH3:33]>>[CH:26]1([N:4]([CH:1]2[CH2:2][CH2:3]2)[C:5]([C:7]2[N:23]([CH2:24][CH3:25])[C:10]3=[N:11][C:12]([NH:19][C:20]4[S:21][CH:30]=[C:31]([CH2:32][CH3:33])[N:22]=4)=[C:13]4[N:17]=[CH:16][N:15]([CH3:18])[C:14]4=[C:9]3[CH:8]=2)=[O:6])[CH2:27][CH2:28]1. Procedure details: Prepared from N,N-dicyclopropyl-6-ethyl-1-methyl-4-thioureido-1,6-dihydroimidazo[4,5-d]pyrrolo[2,3-b]pyridine-7-carboxamide (example 2B) and 1-bromobutan-2-one using the same procedure as reported for 2. The reactants are CN(C)CCN(C)C(=O)c1noc(C(CCCC2CCCCC2)CC(=O)OC(C)(C)C)n1, ClCCl, O=C(O)C(F)(F)F. Product: CN(C)CCN(C)C(=O)c1noc(C(CCCC2CCCCC2)CC(=O)O)n1. RXN SMILES: [CH:1]1([CH2:7][CH2:8][CH2:9][CH:10]([CH2:11][C:12](=[O:13])[O:14][C:15]([CH3:16])([CH3:17])[CH3:18])[c:19]2[n:20][c:21]([C:24](=[O:25])[N:26]([CH3:27])[CH2:28][CH2:29][N:30]([CH3:31])[CH3:32])[n:22][o:23]2)[CH2:2][CH2:3][CH2:4][CH2:5][CH2:6]1.[Cl:40][CH2:41][Cl:42].[OH:33][C:34]([C:35]([F:36])([F:37])[F:38])=[O:39]>>[CH:1]1([CH2:7][CH2:8][CH2:9][CH:10]([CH2:11][C:12](=[O:13])[OH:14])[c:19]2[n:20][c:21]([C:24](=[O:25])[N:26]([CH3:27])[CH2:28][CH2:29][N:30]([CH3:31])[CH3:32])[n:22][o:23]2)[CH2:2][CH2:3][CH2:4][CH2:5][CH2:6]1. Starting materials: C(O)([O-])=O.[Na+] (sodium hydrogen carbonate), CC1(C(C(CC1)(C)C)O)C (2,2,5,5-tetramethylcyclopentanol), N1=CC=CC=C1 (pyridine), CS(=O)(=O)Cl (methanesulfonyl chloride). The solvent is C(Cl)Cl (methylene chloride). Run at time 12 hour. The product is CS(=O)(=O)OC1C(CCC1(C)C)(C)C (1-methanesulfonyloxy-2,2,5,5-tetramethylcyclopentane). Isolated yield 28.6%. As a reaction SMILES: [CH3:1][C:2]1([CH3:10])[CH2:6][CH2:5][C:4]([CH3:8])([CH3:7])[CH:3]1[OH:9].N1C=CC=CC=1.[CH3:17][S:18](Cl)(=[O:20])=[O:19].C(=O)([O-])O.[Na+]>C(Cl)Cl>[CH3:17][S:18]([O:9][CH:3]1[C:4]([CH3:8])([CH3:7])[CH2:5][CH2:6][C:2]1([CH3:10])[CH3:1])(=[O:20])=[O:19] |f:3.4|. Reported procedure: 2.84 g of 2,2,5,5-tetramethylcyclopentanol and 3.2 ml of pyridine were dissolved in 20 ml of methylene chloride, and 4.5 g of methanesulfonyl chloride was added thereto. The mixture was stirred at room temperature for 12 hours, and then 50 ml of aqueous saturated sodium hydrogen carbonate solution was added thereto. The mixture was extracted with 50 ml of ethyl acetate, and the organic layer was washed with aqueous 10% copper sulfate solution, and concentrated under reduced pressure. The resulti... The reactants are CN1CC2CCN(c3ccc(Br)cc3)C2C1, N#Cc1ccc(B(O)O)cc1, Cc1ccccc1, c1ccc(-c2ccccc2P(C2CCCCC2)C2CCCCC2)cc1, CC(C)O, [K+], [K+], [K+], CC(=O)[O-], CC(=O)[O-], O, O=P([O-])([O-])[O-], [Pd+2]. The product is CN1CC2CCN(c3ccc(-c4ccc(C#N)cc4)cc3)C2C1. Reaction SMILES: [Br:1][c:2]1[cH:3][cH:4][c:5]([N:8]2[CH:9]3[CH:10]([CH2:11][CH2:12]2)[CH2:13][N:14]([CH3:16])[CH2:15]3)[cH:6][cH:7]1.[C:17](#[N:18])[c:19]1[cH:20][cH:21][c:22]([B:25]([OH:26])[OH:27])[cH:23][cH:24]1.[CH3:61][c:62]1[cH:63][cH:64][cH:65][cH:66][cH:67]1.[CH:28]1([P:29]([CH:30]2[CH2:31][CH2:32][CH2:33][CH2:34][CH2:35]2)[c:36]2[cH:37][cH:38][cH:39][cH:40][c:41]2-[c:42]2[cH:43][cH:44][cH:45][cH:46][cH:47]2)[CH2:48][CH2:49][CH2:50][CH2:51][CH2:52]1.[CH:78]([OH:79])([CH3:80])[CH3:81].[K+:58].[K+:59].[K+:60].[O-:70][C:71]([CH3:72])=[O:73].[O-:74][C:75]([CH3:76])=[O:77].[OH2:68].[P:53]([O-:54])([O-:55])([O-:56])=[O:57].[Pd+2:69]>>[c:2]1(-[c:22]2[cH:21][cH:20][c:19]([C:17]#[N:18])[cH:24][cH:23]2)[cH:3][cH:4][c:5]([N:8]2[CH:9]3[CH:10]([CH2:11][CH2:12]2)[CH2:13][N:14]([CH3:16])[CH2:15]3)[cH:6][cH:7]1. The reactants are S1C(=NC2=C1C=CC=C2)OC2=CC=C1C(=CNC1=C2)CN2CCC(CC2)N2C(C[C@H](C2)O[Si](C)(C)C(C)(C)C)=O ((R)-1-{1-[6-(benzothiazol-2-yloxy)-1H-indol-3-ylmethyl]-piperidin-4-yl}-4-(tert-butyl-dimethyl-silanyloxy)-pyrrolidin-2-one), Cl (HCl). The solvent is CO.C(Cl)Cl (MeOH DCM), O1CCOCC1 (dioxane). Conditions: time 3 hour. Product: S1C(=NC2=C1C=CC=C2)OC2=CC=C1C(=CNC1=C2)CN2CCC(CC2)N2C(C[C@H](C2)O)=O ((4R)-1-{1-[6-(Benzothiazol-2-yloxy)-1H-indol-3-ylmethyl]-piperidin-4-yl}-4-hydroxy-pyrrolidin-2-one). Yield: 69.2%. As a reaction SMILES: [S:1]1[C:5]2[CH:6]=[CH:7][CH:8]=[CH:9][C:4]=2[N:3]=[C:2]1[O:10][C:11]1[CH:19]=[C:18]2[C:14]([C:15]([CH2:20][N:21]3[CH2:26][CH2:25][CH:24]([N:27]4[CH2:31][C@H:30]([O:32][Si](C(C)(C)C)(C)C)[CH2:29][C:28]4=[O:40])[CH2:23][CH2:22]3)=[CH:16][NH:17]2)=[CH:13][CH:12]=1.Cl>CO.C(Cl)Cl.O1CCOCC1>[S:1]1[C:5]2[CH:6]=[CH:7][CH:8]=[CH:9][C:4]=2[N:3]=[C:2]1[O:10][C:11]1[CH:19]=[C:18]2[C:14]([C:15]([CH2:20][N:21]3[CH2:26][CH2:25][CH:24]([N:27]4[CH2:31][C@H:30]([OH:32])[CH2:29][C:28]4=[O:40])[CH2:23][CH2:22]3)=[CH:16][NH:17]2)=[CH:13][CH:12]=1 |f:2.3|. Procedure: To a solution of (R)-1-{1-[6-(benzothiazol-2-yloxy)-1H-indol-3-ylmethyl]-piperidin-4-yl}-4-(tert-butyl-dimethyl-silanyloxy)-pyrrolidin-2-one (200 mg, 0.35 mmol) in MeOH:DCM (1:1, 15 mL) was added 4 M HCl in dioxane (5 mL) and the resulting reaction mixture was stirred (rt, 3 h). The reaction mixture was concentrated in vacuo to provide the title compound as a tan solid (112 mg, 70%). MS (ESI): mass calcd. for C25H26N4O3S, 462.5; m/z found, 463.1 [M+H]+. 1H NMR (500 MHz, CDCl3): 9.00 (br s, 1H), ... Reactants: S1C(=CC=C1)CN=C=O (Thiophen-2-ylmethyl isocyanate), [N+](=[N-])=C1C(=NC=N1)C(=O)N (5-diazoimidazole-4-carboxamide). The solvent is CS(=O)C (dimethylsulfoxide). Reaction conditions: time 8 hour. The product is O=C1N2C(N=NN1CC=1SC=CC1)=C(N=C2)C(=O)N (4-oxo-3-(thiophen-2-ylmethyl)-3,4-dihydroimidazo[5,1-d][1,2,3,5]tetrazine-8-carboxamide). Reaction SMILES: [S:1]1[CH:5]=[CH:4][CH:3]=[C:2]1[CH2:6][N:7]=[C:8]=[O:9].[N+:10](=[C:12]1[N:16]=[CH:15][N:14]=[C:13]1[C:17]([NH2:19])=[O:18])=[N-:11]>CS(C)=O>[O:9]=[C:8]1[N:7]([CH2:6][C:2]2[S:1][CH:5]=[CH:4][CH:3]=2)[N:11]=[N:10][C:12]2=[C:13]([C:17]([NH2:19])=[O:18])[N:14]=[CH:15][N:16]12. Procedure details: Thiophen-2-ylmethyl isocyanate (0.350 g, 2.5 mmol) was added drop wise to a suspension of 5-diazoimidazole-4-carboxamide (0.314 g, 2.3 mmol) in dry dimethylsulfoxide (2.5 mL) at room temperature under nitrogen. The resulting mixture was stirred at room temperature overnight. The reaction was quenched by the addition of ice and the solid product (off-white) was removed by filtration, washed with water and ethyl acetate and air dried to give the title compound. Yield: 0.405 g, 64%. IR vmax/cm−1 30... Reactants: C, CCc1n[nH]c(-c2ccccc2)c1N=O, CCO, [Pd]. The product is CCc1n[nH]c(-c2ccccc2)c1N. RXN SMILES: [C:19].[CH2:1]([CH3:2])[c:3]1[n:4][nH:5][c:6](-[c:10]2[cH:11][cH:12][cH:13][cH:14][cH:15]2)[c:7]1[N:8]=[O:9].[CH3:16][CH2:17][OH:18].[Pd:20]>>[CH2:1]([CH3:2])[c:3]1[n:4][nH:5][c:6](-[c:10]2[cH:11][cH:12][cH:13][cH:14][cH:15]2)[c:7]1[NH2:8].